From a dataset of the Open Reaction Database (ORD), a public repository of structured organic reaction records. describe an organic reaction: reactants, conditions, products, and yield Reactants: C1CCOC1, CO, CCOC(=O)c1cc2cccc(NC(=O)OC(C)(C)C)c2[nH]1, [Li+], [OH-]. Product: CC(C)(C)OC(=O)Nc1cccc2cc(C(=O)O)[nH]c12. Reaction SMILES: [CH2:27]1[O:28][CH2:29][CH2:30][CH2:31]1.[CH3:25][OH:26].[CH3:3][C:4]([CH3:5])([CH3:6])[O:7][C:8](=[O:9])[NH:10][c:11]1[cH:12][cH:13][cH:14][c:15]2[cH:16][c:17]([C:20](=[O:21])[O:22][CH2:23][CH3:24])[nH:18][c:19]12.[Li+:1].[OH-:2]>>[CH3:3][C:4]([CH3:5])([CH3:6])[O:7][C:8](=[O:9])[NH:10][c:11]1[cH:12][cH:13][cH:14][c:15]2[cH:16][c:17]([C:20](=[O:21])[OH:22])[nH:18][c:19]12. Starting materials: C(CCC)[Li] (n-butyllithium), CN(CCNC)C (N,N,N′-trimethylethylenediamine), C(CCC)[Li] (n-butyllithium), II (iodine), COC1=CC=C(C=N1)C=O (6-methoxypyridine-3-carbaldehyde), [Cl-].[Na+] (sodium chloride). The product is IC1=C(C=NC(=C1)OC)C=O (4-Iodo-6-methoxypyridine-3-carbaldehyde). Procedure details: At −78° C., 25.1 ml (40.1 mmol, 1.1 eq.) of n-butyllithium were added to a solution of 5.7 ml (43.8 mmol, 1.2 eq.) of N,N,N′-trimethylethylenediamine in 135 ml of THF, the mixture was stirred for 45 min and 5.0 g (36.5 mmol) of 6-methoxypyridine-3-carbaldehyde were added. After 45 min at −78° C., a further 45.6 ml (72.9 mmol, 2.0 eq.) of n-butyllithium were added, the reaction mixture was stirred for 1 h, allowing the temperature to rise to −40° C., the mixture was stirred at −40° C. for a furth... Solvent: C1CCOC1 (THF), C1CCOC1 (THF). RXN SMILES: C([Li])CCC.CN(C)CCNC.[CH3:13][O:14][C:15]1[N:20]=[CH:19][C:18]([CH:21]=[O:22])=[CH:17][CH:16]=1.[I:23]I.[Cl-].[Na+]>C1COCC1>[I:23][C:17]1[CH:16]=[C:15]([O:14][CH3:13])[N:20]=[CH:19][C:18]=1[CH:21]=[O:22] |f:4.5|. Conditions: temperature -78 celsius, time 45 minute. Reactants: O=C(NCC(F)(F)F)C1(CCCCCBr)c2ccccc2-c2ccccc21, CCOC(=O)c1ccc(N2CCNCC2)cc1. Reaction SMILES: [F:18][C:19]([CH2:20][NH:21][C:22](=[O:23])[C:24]1([CH2:37][CH2:38][CH2:39][CH2:40][CH2:41][Br:42])[c:25]2[cH:26][cH:27][cH:28][cH:29][c:30]2-[c:31]2[cH:32][cH:33][cH:34][cH:35][c:36]21)([F:43])[F:44].[N:1]1([c:7]2[cH:8][cH:9][c:10]([C:11](=[O:12])[O:13][CH2:14][CH3:15])[cH:16][cH:17]2)[CH2:2][CH2:3][NH:4][CH2:5][CH2:6]1>>[N:1]1([c:7]2[cH:8][cH:9][c:10]([C:11](=[O:12])[O:13][CH2:14][CH3:15])[cH:16][cH:17]2)[CH2:2][CH2:3][N:4]([CH2:41][CH2:40][CH2:39][CH2:38][CH2:37][C:24]2([C:22]([NH:21][CH2:20][C:19]([F:18])([F:43])[F:44])=[O:23])[c:25]3[cH:26][cH:27][cH:28][cH:29][c:30]3-[c:31]3[cH:32][cH:33][cH:34][cH:35][c:36]32)[CH2:5][CH2:6]1. Yields the product CCOC(=O)c1ccc(N2CCN(CCCCCC3(C(=O)NCC(F)(F)F)c4ccccc4-c4ccccc43)CC2)cc1. Reactants: FC(C1=C(CN2N=CC3=CC(=CC=C23)\C=C/2\C(NC(S2)=O)=O)C=CC(=C1)C(F)(F)F)(F)F ((5Z)-5-({1-[2,4-bis(trifluoromethyl)benzyl]-1H-indazol-5-yl}methylidene)-2,4-dioxo-1,3-thiazolidine), ClCCN1N=CN=C1 (1-(2-chloroethyl)-1H-[1,2,4]triazole), C(=O)([O-])[O-].[K+].[K+] (K2CO3). Solvent: CN(C)C=O (DMF). Run at temperature 140 celsius. Product: FC(C1=C(CN2N=CC3=CC(=CC=C23)\C=C/2\C(N(C(S2)=O)CCN2N=CN=C2)=O)C=CC(=C1)C(F)(F)F)(F)F ((5Z)-5-({1-[2,4-bis(trifluoromethyl)benzyl]-1H-indazol-5-yl}methylidene)-3-[2-(1H-1,2,4-triazol-1-yl)ethyl]-1,3-thiazolidine-2,4-dione). Procedure: A mixture of [(5Z)-5-({1-[2,4-bis(trifluoromethyl)benzyl]-1H-indazol-5-yl}methylidene)-2,4-dioxo-1,3-thiazolidine (from Example 6; 0.064 mmol), 1-(2-chloroethyl)-1H-[1,2,4]triazole (0.096 mmol), K2CO3 (0.128 mmol) in DMF (1 mL) was heated in a microwave reactor at 140° C. for 10 min, then cooled to rt and concentrated in vacuo. The resultant residue was purified by silica gel chromatography (DCM/MeOH) to afford (5Z)-5-({1-[2,4-bis(trifluoromethyl)benzyl]-1H-indazol-5-yl}methylidene)-3-[2-(1H-1,2... Reaction SMILES: [F:1][C:2]([F:32])([F:31])[C:3]1[CH:26]=[C:25]([C:27]([F:30])([F:29])[F:28])[CH:24]=[CH:23][C:4]=1[CH2:5][N:6]1[C:14]2[C:9](=[CH:10][C:11](/[CH:15]=[C:16]3/[C:17](=[O:22])[NH:18][C:19](=[O:21])[S:20]/3)=[CH:12][CH:13]=2)[CH:8]=[N:7]1.Cl[CH2:34][CH2:35][N:36]1[CH:40]=[N:39][CH:38]=[N:37]1.C([O-])([O-])=O.[K+].[K+]>CN(C=O)C>[F:32][C:2]([F:31])([F:1])[C:3]1[CH:26]=[C:25]([C:27]([F:29])([F:28])[F:30])[CH:24]=[CH:23][C:4]=1[CH2:5][N:6]1[C:14]2[C:9](=[CH:10][C:11](/[CH:15]=[C:16]3/[C:17](=[O:22])[N:18]([CH2:34][CH2:35][N:36]4[CH:40]=[N:39][CH:38]=[N:37]4)[C:19](=[O:21])[S:20]/3)=[CH:12][CH:13]=2)[CH:8]=[N:7]1 |f:2.3.4|. The reactants are O1CC(CC1)C1=NN2C(C=CC=C2N)=N1 (tetrahydrofuran-3-yl-[1,2,4]triazolo[1,5-a]pyridin-5-amine), IC (Iodomethane), BrC1=NN2C(C=CC=C2N[C@H]2COCC2)=N1 ((R)-2-Bromo-N-(tetrahydrofuran-3-yl)-[1,2,4]triazolo[1,5-a]pyridin-5-amine), [H-].[Na+] (sodium hydride). Solvent: COCCOC (1,2-dimethoxyethane), C(C)(=O)OCC (Ethyl acetate). Reaction conditions: temperature 0 celsius, time 10 minute. Product: BrC1=NN2C(C=CC=C2N([C@H]2COCC2)C)=N1 ((R)-2-bromo-N-methyl-N-(tetrahydrofuran-3-yl)-[1,2,4]triazolo[1,5-a]pyridin-5-amine). Yield: 71.2%. As a reaction SMILES: O1CCC(C2N=C3C=CC=C(N)N3N=2)[CH2:2]1.[Br:16][C:17]1[N:31]=[C:20]2[CH:21]=[CH:22][CH:23]=[C:24]([NH:25][C@@H:26]3[CH2:30][CH2:29][O:28][CH2:27]3)[N:19]2[N:18]=1.[H-].[Na+].IC>COCCOC.C(OCC)(=O)C>[Br:16][C:17]1[N:31]=[C:20]2[CH:21]=[CH:22][CH:23]=[C:24]([N:25]([CH3:2])[C@@H:26]3[CH2:30][CH2:29][O:28][CH2:27]3)[N:19]2[N:18]=1 |f:2.3|. Procedure: (R)-2-Bromo-N-methyl-N-(tetrahydrofuran-3-yl-[1,2,4]triazolo[1,5-a]pyridin-5-amine. (R)-2-Bromo-N-(tetrahydrofuran-3-yl)-[1,2,4]triazolo[1,5-a]pyridin-5-amine (500.0 mg, 1.766 mmol) was suspended in 1,2-dimethoxyethane (8.83 mL) and cooled to 0° C. The reaction was purged with nitrogen followed by the addition of sodium hydride (89.0 mg, 3.53 mmol, 95%). The mixture was allowed to stir for 10 min. Iodomethane (330.0 μL, 5.30 mmol) was added dropwise and the reaction mixture was allowed to warm t... Starting materials: C1(=CC=CC=C1)C1=CC=CC(=C1C(=O)O)OC1=NC(=CC(=N1)OC)OC (6-phenyl-2-(4,6-dimethoxypyrimidin-2-yloxy)benzoic acid), [N+](=O)([O-])C1=CC=C(C=C1)O (4-nitrophenol). Solvent: C(Cl)Cl (methylene chloride). Product: C1(=CC=CC=C1)C1=CC=CC(=C1C(=O)OC1=CC=C(C=C1)[N+](=O)[O-])OC1=NC(=CC(=N1)OC)OC (4-nitrophenyl 6-phenyl-2-(4,6-dimethoxypyrimidin-2-yloxy)benzoate). RXN SMILES: [C:1]1([C:7]2[C:12]([C:13]([OH:15])=[O:14])=[C:11]([O:16][C:17]3[N:22]=[C:21]([O:23][CH3:24])[CH:20]=[C:19]([O:25][CH3:26])[N:18]=3)[CH:10]=[CH:9][CH:8]=2)[CH:6]=[CH:5][CH:4]=[CH:3][CH:2]=1.[N+:27]([C:30]1[CH:35]=[CH:34][C:33](O)=[CH:32][CH:31]=1)([O-:29])=[O:28]>C(Cl)Cl>[C:1]1([C:7]2[C:12]([C:13]([O:15][C:33]3[CH:34]=[CH:35][C:30]([N+:27]([O-:29])=[O:28])=[CH:31][CH:32]=3)=[O:14])=[C:11]([O:16][C:17]3[N:18]=[C:19]([O:25][CH3:26])[CH:20]=[C:21]([O:23][CH3:24])[N:22]=3)[CH:10]=[CH:9][CH:8]=2)[CH:6]=[CH:5][CH:4]=[CH:3][CH:2]=1. Reported procedure: This compound is prepared in a manner analogous to that of Example 1, Step G, using equimolar amounts of 6-phenyl-2-(4,6-dimethoxypyrimidin-2-yloxy)benzoic acid, 4-nitrophenol, and dicyclohexylcarbiimide in methylene chloride, yielding 4-nitrophenyl 6-phenyl-2-(4,6-dimethoxypyrimidin-2-yloxy)benzoate. Reactants: O.C1(=CC=CC=C1)C(=O)C=O (Phenylglyoxal monohydrate), C(CCCCCCC)C1=CC=CC=C1 (n-octylbenzene). Reagents/catalysts: [Ti](Cl)(Cl)(Cl)Cl (titanium tetrachloride). The solvent is ClC(C)Cl (dichloroethane). The product is C(CCCCCCC)C1=CC=C(C(C(C2=CC=CC=C2)=O)O)C=C1 (4'-n-octylbenzoin), crystal. The yield is 62.6%. RXN SMILES: O.[C:2]1([C:8]([CH:10]=[O:11])=[O:9])[CH:7]=[CH:6][CH:5]=[CH:4][CH:3]=1.[CH2:12]([C:20]1[CH:25]=[CH:24][CH:23]=[CH:22][CH:21]=1)[CH2:13][CH2:14][CH2:15][CH2:16][CH2:17][CH2:18][CH3:19]>ClC(Cl)C.[Ti](Cl)(Cl)(Cl)Cl>[CH2:12]([C:20]1[CH:21]=[CH:22][C:23]([CH:10]([OH:11])[C:8](=[O:9])[C:2]2[CH:7]=[CH:6][CH:5]=[CH:4][CH:3]=2)=[CH:24][CH:25]=1)[CH2:13][CH2:14][CH2:15][CH2:16][CH2:17][CH2:18][CH3:19] |f:0.1|. Procedure details: Phenylglyoxal monohydrate (608 mg, 4 mM) and n-octylbenzene (1.77 ml, 8 mM) were dissolved in dichloroethane (8 ml), titanium tetrachloride (0.66 ml, 6 mM) was added, and reacted at room temperature for 30 minutes. Using the same procedure as in Example 1, 4'-n-octylbenzoin was obtained as crystal (810.0 mg, 62.6% yield). Reactants: OCC1=CC(=NC=C1)C(=O)OCC (ethyl 4-(hydroxymethyl)-pyridine-2-carboxylate). The reagents and catalysts are [Pt]=O (platinum oxide). The solvent is C(C)(=O)O (acetic acid). Product: OCC1CC(NCC1)C(=O)OCC (ethyl 4-(hydroxymethyl)-piperidine-2-carboxylate). Reaction SMILES: [OH:1][CH2:2][C:3]1[CH:8]=[CH:7][N:6]=[C:5]([C:9]([O:11][CH2:12][CH3:13])=[O:10])[CH:4]=1>C(O)(=O)C.[Pt]=O>[OH:1][CH2:2][CH:3]1[CH2:8][CH2:7][NH:6][CH:5]([C:9]([O:11][CH2:12][CH3:13])=[O:10])[CH2:4]1. Procedure: A mixture of 13.9 g of ethyl 4-(hydroxymethyl)-pyridine-2-carboxylate, 5 g platinum oxide in 250 ml acetic acid is hydrogenated at 50 lbs/in2Filtration, concentration in vacuo, and neutralization with potassium carbonate in methylene chloride yields an oil that is purified by flash chromatography using methylene chloride/methanol saturated with ammonia (20:1) to yield ethyl 4-(hydroxymethyl)-piperidine-2-carboxylate.